Task: describe an organic reaction: reactants, conditions, products, and yield. Dataset: the Open Reaction Database (ORD), a public repository of structured organic reaction records Starting materials: O=C([O-])[O-], Cc1ccc([N+](=O)[O-])c(F)c1, [K+], [K+], [Na+], CN(C)C=O, [OH-], Oc1ccc(Cl)cc1. Yields the product Cc1ccc([N+](=O)[O-])c(Oc2ccc(Cl)cc2)c1. As a reaction SMILES: [C:20](=[O:21])([O-:22])[O-:23].[F:9][c:10]1[cH:11][c:12]([CH3:19])[cH:13][cH:14][c:15]1[N+:16](=[O:17])[O-:18].[K+:24].[K+:25].[Na+:32].[O:26]=[CH:27][N:28]([CH3:29])[CH3:30].[OH-:31].[OH:1][c:2]1[cH:3][cH:4][c:5]([Cl:6])[cH:7][cH:8]1>>[O:1]([c:2]1[cH:3][cH:4][c:5]([Cl:6])[cH:7][cH:8]1)[c:10]1[cH:11][c:12]([CH3:19])[cH:13][cH:14][c:15]1[N+:16](=[O:17])[O-:18]. Starting materials: Cc1cc(C)c(CNC(=O)c2cc(Br)cc(NC3CCCC3)c2C)c(=O)[nH]1, O=C([O-])[O-], C1COCCO1, ClCCl, [Na+], [Na+], OB(O)c1ccc(CN2CCOCC2)cc1. The product is Cc1cc(C)c(CNC(=O)c2cc(-c3ccc(CN4CCOCC4)cc3)cc(NC3CCCC3)c2C)c(=O)[nH]1. As a reaction SMILES: [Br:1][c:2]1[cH:3][c:4]([NH:22][CH:23]2[CH2:24][CH2:25][CH2:26][CH2:27]2)[c:5]([CH3:21])[c:6]([C:7](=[O:8])[NH:9][CH2:10][c:11]2[c:12](=[O:19])[nH:13][c:14]([CH3:18])[cH:15][c:16]2[CH3:17])[cH:20]1.[C:44](=[O:45])([O-:46])[O-:47].[CH2:53]1[O:54][CH2:55][CH2:56][O:57][CH2:58]1.[Cl:50][CH2:51][Cl:52].[Na+:48].[Na+:49].[O:28]1[CH2:29][CH2:30][N:31]([CH2:34][c:35]2[cH:36][cH:37][c:38]([B:41]([OH:42])[OH:43])[cH:39][cH:40]2)[CH2:32][CH2:33]1>>[c:2]1(-[c:38]2[cH:37][cH:36][c:35]([CH2:34][N:31]3[CH2:30][CH2:29][O:28][CH2:33][CH2:32]3)[cH:40][cH:39]2)[cH:3][c:4]([NH:22][CH:23]2[CH2:24][CH2:25][CH2:26][CH2:27]2)[c:5]([CH3:21])[c:6]([C:7](=[O:8])[NH:9][CH2:10][c:11]2[c:12](=[O:19])[nH:13][c:14]([CH3:18])[cH:15][c:16]2[CH3:17])[cH:20]1. Starting materials: C1=2C(=O)OC(NC1=CC=CC2)=O (isatoic anhydride), Cl.C(C)OC([C@@H](N)C)=O (L-alanine ethyl ester HCl). The solvent is N1=CC=CC=C1 (pyridine). The product is C[C@H]1C(NC2=C(C(N1)=O)C=CC=C2)=O ((3S)-3-methyl-3,4-dihydro-1H-1,4-benzodiazepine-2,5-dione). Yield: 48.5%. As a reaction SMILES: [C:1]12[C:7](=[CH:8][CH:9]=[CH:10][CH:11]=1)[NH:6][C:5](=[O:12])[O:4][C:2]2=O.Cl.C(O[C:17](=O)[C@H:18](C)[NH2:19])C>N1C=CC=CC=1>[CH3:17][C@@H:18]1[NH:19][C:2](=[O:4])[C:1]2[CH:11]=[CH:10][CH:9]=[CH:8][C:7]=2[NH:6][C:5]1=[O:12] |f:1.2|. Procedure: Following the method of Example 5 isatoic anhydride (61.3 mmol) was allowed to react with L-alanine ethyl ester HCl (73.6 mmol) in pyridine (200 mL) to give 29.7 mmol of (3S)-3-methyl-3,4-dihydro-1H-1,4-benzodiazepine-2,5-dione as a light, brown solid.